Dataset: the Open Reaction Database (ORD), a public repository of structured organic reaction records. Task: describe an organic reaction: reactants, conditions, products, and yield Run in CCO (EtOH). Yield: 14.9%. Product: NC1=NC(=CC(=N1)N1C[C@H](CCC1)C(=O)NCC1=CC=CC=C1)C1=CC=C2C(=NNC2=C1)N ((3S)-1-[2-Amino-6-(3-amino-1H-indazol-6-yl)-4-pyrimidinyl]-N-(phenylmethyl)-3-piperidinecarboxamide). Reaction SMILES: [NH2:1][C:2]1[N:7]=[C:6]([N:8]2[CH2:13][CH2:12][CH2:11][C@H:10]([C:14]([NH:16][CH2:17][C:18]3[CH:23]=[CH:22][CH:21]=[CH:20][CH:19]=3)=[O:15])[CH2:9]2)[CH:5]=[C:4]([C:24]2[CH:29]=[CH:28][C:27]([C:30]#[N:31])=[C:26](F)[CH:25]=2)[N:3]=1.CCN(C(C)C)C(C)C.[NH2:42][NH2:43]>CCO>[NH2:1][C:2]1[N:7]=[C:6]([N:8]2[CH2:13][CH2:12][CH2:11][C@H:10]([C:14]([NH:16][CH2:17][C:18]3[CH:23]=[CH:22][CH:21]=[CH:20][CH:19]=3)=[O:15])[CH2:9]2)[CH:5]=[C:4]([C:24]2[CH:25]=[C:26]3[C:27]([C:30]([NH2:31])=[N:42][NH:43]3)=[CH:28][CH:29]=2)[N:3]=1. Starting materials: NC1=NC(=CC(=N1)N1C[C@H](CCC1)C(=O)NCC1=CC=CC=C1)C1=CC(=C(C=C1)C#N)F ((3S)-1-[2-amino-6-(4-cyano-3-fluorophenyl)-4-pyrimidinyl]-N-(phenylmethyl)-3-piperidinecarboxamide), CCN(C(C)C)C(C)C (Hunig's base), NN (hydrazine). Procedure: Into a microwave tube, (3S)-1-[2-amino-6-(4-cyano-3-fluorophenyl)-4-pyrimidinyl]-N-(phenylmethyl)-3-piperidinecarboxamide (190 mg, 0.441 mmol), 3 mL of EtOH, Hunig's base (0.308 ml, 1.761 mmol), and hydrazine anhydrous (0.083 ml, 2.64 mmol) were added, and the yellow mixture was heated at 150° C. for 180 minutes under microwave conditions. The solution turned black. LCMS showed mainly product. The black solids were filtered and the yellow filtrate was evaporated. The resulting yellow residue was... Run at temperature 150 celsius. Reactants: C(C1=CC=CC=C1)OC1=C(C=CC=C1)C=1OC[C@H](N1)C(=O)OCC1=CC=CC=C1 ((S)-Benzyl 2-[2-(Benzyloxy)phenyl]-2-oxazoline-4-carboxylate), [Li+].[OH-] (LiOH). The solvent is C1CCOC1.O (THF H2O). Run at time 1 hour. The product is C(C1=CC=CC=C1)OC1=C(C=CC=C1)C=1OC[C@H](N1)C(=O)O ((S)-2-[2-(Benzyloxy)phenyl]-2-oxazoline-4-carboxylic Acid). Yield: 99.0%. RXN SMILES: [CH2:1]([O:8][C:9]1[CH:14]=[CH:13][CH:12]=[CH:11][C:10]=1[C:15]1[O:16][CH2:17][C@@H:18]([C:20]([O:22]CC2C=CC=CC=2)=[O:21])[N:19]=1)[C:2]1[CH:7]=[CH:6][CH:5]=[CH:4][CH:3]=1.[Li+].[OH-]>C1COCC1.O>[CH2:1]([O:8][C:9]1[CH:14]=[CH:13][CH:12]=[CH:11][C:10]=1[C:15]1[O:16][CH2:17][C@@H:18]([C:20]([OH:22])=[O:21])[N:19]=1)[C:2]1[CH:3]=[CH:4][CH:5]=[CH:6][CH:7]=1 |f:1.2,3.4|. Procedure: To a mixture of benzyl ester (1) (25.7 mg, 0.0664 mmol) in 1:1 THF/H2O (3 mL) at 0° C. was added LiOH (9 mg, 0.348 mmol, 1.5 equiv.). The reaction mixture was stirred for 1 h at room temperature. The desired product (3) was obtained in 99% yield after purification by column chromatography (CH2Cl2/MeOH=85:15). FABMS: 298 (M+1); HREIMS calcd. for C17H15NO4 298.1079, found 298.1078. Starting materials: CC(=O)Oc1ccc(C(=O)Cl)cc1, CC#N, Oc1c(F)c(F)c(F)c(F)c1F, c1ccncc1. Product: CC(=O)Oc1ccc(C(=O)Oc2c(F)c(F)c(F)c(F)c2F)cc1. Reaction SMILES: [C:1]([CH3:2])(=[O:3])[O:4][c:5]1[cH:6][cH:7][c:8]([C:9](=[O:10])[Cl:11])[cH:12][cH:13]1.[CH3:32][C:33]#[N:34].[F:14][c:15]1[c:16]([F:25])[c:17]([F:24])[c:18]([F:23])[c:19]([F:22])[c:20]1[OH:21].[cH:26]1[cH:27][cH:28][n:29][cH:30][cH:31]1>>[C:1]([CH3:2])(=[O:3])[O:4][c:5]1[cH:6][cH:7][c:8]([C:9](=[O:10])[O:21][c:20]2[c:15]([F:14])[c:16]([F:25])[c:17]([F:24])[c:18]([F:23])[c:19]2[F:22])[cH:12][cH:13]1. Starting materials: example 1 ( b ), [C@H](C)(CC)OC1=C(C(=O)O)C=C(C=C1)S(=O)(=O)C (2-((S)-sec-butoxy)-5-methanesulfonyl-benzoic acid), Cl.FC(C1=CN=C(S1)N1CCNCC1)(F)F (1-(5-trifluoromethyl-thiazol-2-yl)-piperazine hydrochloride). Yields the product [C@H](C)(CC)OC1=C(C=C(C=C1)S(=O)(=O)C)C(=O)N1CCN(CC1)C=1SC(=CN1)C(F)(F)F ((2-((S)-sec-Butoxy)-5-methanesulfonyl-phenyl)-[4-(5-trifluoromethyl-thiazol-2-yl)-piperazin-1-yl]-methanone). The yield is 13.0%. As a reaction SMILES: [C@@H:1]([O:5][C:6]1[CH:14]=[CH:13][C:12]([S:15]([CH3:18])(=[O:17])=[O:16])=[CH:11][C:7]=1[C:8]([OH:10])=O)([CH2:3][CH3:4])[CH3:2].Cl.[F:20][C:21]([F:34])([F:33])[C:22]1[S:26][C:25]([N:27]2[CH2:32][CH2:31][NH:30][CH2:29][CH2:28]2)=[N:24][CH:23]=1>>[C@@H:1]([O:5][C:6]1[CH:14]=[CH:13][C:12]([S:15]([CH3:18])(=[O:17])=[O:16])=[CH:11][C:7]=1[C:8]([N:30]1[CH2:31][CH2:32][N:27]([C:25]2[S:26][C:22]([C:21]([F:34])([F:20])[F:33])=[CH:23][N:24]=2)[CH2:28][CH2:29]1)=[O:10])([CH2:3][CH3:4])[CH3:2] |f:1.2|. Procedure details: Prepared in analogy to example 1 (b) from 2-((S)-sec-butoxy)-5-methanesulfonyl-benzoic acid (Example A21) and 1-(5-trifluoromethyl-thiazol-2-yl)-piperazine hydrochloride (Example 58(c)). The crude material was purified by reversed phase HPLC (acetonitrile/water) followed by trituration in ether to yield the title compound as an off-white crystalline solid (yield 13%). MS (m/e): 492.4 (M+H+, 100%). The product is C1(NC=CC2=CC=C3C(=C12)C=CC=C3)=O (1,2-dihydrobenz[1,2-h]isoquinolin-1-one). Reported procedure: A solution of n-Bu3N (1.3 ml) in diphenyl ether (5 ml) was heated at 230° C. A solution of the compound prepared in Reference Example 2 in diphenyl ether was added to the solution dropwise. After cooling, hexane was added to the reaction solution. The solids deposited were gathered by filtration. The solids were washed with hexane, and dried to give the title compound (655 mg) having the following physical data. RXN SMILES: [N:1]([CH2:10][CH2:11][CH2:12][CH3:13])([CH2:6][CH2:7][CH2:8][CH3:9])CCCC.[CH3:14][CH2:15][CH2:16][CH2:17][CH2:18]C.C1([O:26]C2C=CC=CC=2)C=CC=CC=1>>[C:10]1(=[O:26])[C:11]2[C:8](=[CH:9][CH:14]=[C:15]3[CH:16]=[CH:17][CH:18]=[CH:13][C:12]3=2)[CH:7]=[CH:6][NH:1]1. Starting materials: N(CCCC)(CCCC)CCCC (n-Bu3N), C1(=CC=CC=C1)OC1=CC=CC=C1 (diphenyl ether), C1(=CC=CC=C1)OC1=CC=CC=C1 (diphenyl ether), CCCCCC (hexane). Starting materials: CC1(OC(NC2=C1C=C(C=C2)B(O)O)=O)C ((1,4-dihydro-4,4-dimethyl-2-oxo-2H-3,1-benzoxazin-6-yl)boronic acid), BrC1=C(C=C(S1)C#N)C (5-bromo-4-methyl-2-thiophenecarbonitrile). Yields the product CC1(C2=C(NC(O1)=O)C=CC(=C2)C2=C(C=C(S2)C#N)C)C (5-(4,4-Dimethyl-2-oxo-1,4-dihydro-2H-benzo[d][1,3]oxazin-6-yl)-4-methyl-thiophene-2-carbonitrile). Reaction SMILES: [CH3:1][C:2]1([CH3:16])[C:7]2[CH:8]=[C:9](B(O)O)[CH:10]=[CH:11][C:6]=2[NH:5][C:4](=[O:15])[O:3]1.Br[C:18]1[S:22][C:21]([C:23]#[N:24])=[CH:20][C:19]=1[CH3:25]>>[CH3:1][C:2]1([CH3:16])[O:3][C:4](=[O:15])[NH:5][C:6]2[CH:11]=[CH:10][C:9]([C:18]3[S:22][C:21]([C:23]#[N:24])=[CH:20][C:19]=3[CH3:25])=[CH:8][C:7]1=2. Procedure details: Prepared according to Procedure B from (1,4-dihydro-4,4-dimethyl-2-oxo-2H-3,1-benzoxazin-6-yl)boronic acid and 5-bromo-4-methyl-2-thiophenecarbonitrile. Off-white solid: mp 195-200° C. 1H-NMR (DMSO-d6) δ 10.2 (s, 1H), 8.32 (s, 1H), 7.41-7.44 (m, 2H), 7.01 (d, 1H, J=8.8 Hz), 2.28 (s, 3H), 1.64 (s, 6H); MS (APCI) m/z 299 [M+H]+. Anal. Calc. For C16H14N2O2S; C, 64.41; H, 4.75; N, 8.89. Found: C, 64.64; H, 4.62; N, 9.39.